Dataset: the Open Reaction Database (ORD), a public repository of structured organic reaction records. Task: describe an organic reaction: reactants, conditions, products, and yield Starting materials: P(Cl)(Cl)(Cl)(Cl)Cl (phosphorus pentachloride), O(C1=CC=CC=C1)CC(=O)N[C@H]1[C@@H]2N(C(=C(CS2)C)C(=S)O)C1=O (7β-phenoxyacetamido-3-methylthio-ceph-3-em-4-carboxylic acid), CN(C1=CC=CC=C1)C (dimethylaniline), CN(C1=CC=CC=C1)C (dimethylaniline), C[Si](Cl)(Cl)C (dimethyldichlorosilane). Run in C(Cl)Cl (methylene chloride), C(CCC)O (n-butanol), O (water), O1CCOCC1 (dioxane). Conditions: temperature -20 celsius, time 30 minute. Product: N[C@H]1[C@@H]2N(C(=C(CS2)C)C(=S)O)C1=O (7β-Amino-3-methylthio-ceph-3-em-4-carboxylic acid). Reaction SMILES: O(CC([NH:11][C@@H:12]1[C:23](=[O:24])[N:14]2[C:15]([C:20]([OH:22])=[S:21])=[C:16]([CH3:19])[CH2:17][S:18][C@H:13]12)=O)C1C=CC=CC=1.CN(C)C1C=CC=CC=1.C[Si](C)(Cl)Cl.P(Cl)(Cl)(Cl)(Cl)Cl>C(Cl)Cl.O.O1CCOCC1.C(O)CCC>[NH2:11][C@@H:12]1[C:23](=[O:24])[N:14]2[C:15]([C:20]([OH:22])=[S:21])=[C:16]([CH3:19])[CH2:17][S:18][C@H:13]12. Procedure details: A suspension of 3.80 g (10 mmols) of 7β-phenoxyacetamido-3-methylthio-ceph-3-em-4-carboxylic acid in 38 ml of absolute methylene chloride is stirred with 4.45 ml of dimethylaniline and 1.50 ml of dimethyldichlorosilane for 30 minutes at room temperature. The reaction mixture is cooled to -20° C., 2.60 g of phosphorus pentachloride are added, the mixture is stirred for 30 minutes at -20° C. and is then added dropwise to a mixture, cooled to -20° C., of 15.5 ml of n-butanol and 1.47 ml of dimethyl... Starting materials: Cc1cccc(C)c1NC(=O)CN1CCN(Cc2ccccc2)CC1CC(N)=O, CO, [H][H]. Yields the product Cc1cccc(C)c1NC(=O)CN1CCNCC1CC(N)=O. Reaction SMILES: [CH3:1][c:2]1[c:3]([NH:9][C:10]([CH2:11][N:12]2[CH:13]([CH2:25][C:26](=[O:27])[NH2:28])[CH2:14][N:15]([CH2:18][c:19]3[cH:20][cH:21][cH:22][cH:23][cH:24]3)[CH2:16][CH2:17]2)=[O:29])[c:4]([CH3:8])[cH:5][cH:6][cH:7]1.[CH3:32][OH:33].[H:30][H:31]>>[CH3:1][c:2]1[c:3]([NH:9][C:10]([CH2:11][N:12]2[CH:13]([CH2:25][C:26](=[O:27])[NH2:28])[CH2:14][NH:15][CH2:16][CH2:17]2)=[O:29])[c:4]([CH3:8])[cH:5][cH:6][cH:7]1. Starting materials: C(CCCCCCC)S (n-octanethiol), ClC1=NC=C(C=C1Cl)C(F)(F)F (2,3-dichloro-5-trifluoromethylpyridine). Reported procedure: At 23° C., 17.6 g (0.1166 mol) of n-octanethiol were added with stirring over a period of 5 minutes to a mixture of 25 g (0.1132 mol) of 97.8% pure 2,3-dichloro-5-trifluoromethylpyridine and 7 mg (0.1 mol %) of copper powder, and the mixture was stirred at 185° C. for 4 h. After cooling, the reaction mixture was partitioned between methylene chloride and water and the organic phase was dried and concentrated. 35.4 g (96.1% of theory) of the title compound of 24 n D The reagents and catalysts are [Cu] (copper). Reaction SMILES: [CH2:1]([SH:9])[CH2:2][CH2:3][CH2:4][CH2:5][CH2:6][CH2:7][CH3:8].Cl[C:11]1[C:16]([Cl:17])=[CH:15][C:14]([C:18]([F:21])([F:20])[F:19])=[CH:13][N:12]=1>[Cu]>[Cl:17][C:16]1[C:11]([S:9][CH2:1][CH2:2][CH2:3][CH2:4][CH2:5][CH2:6][CH2:7][CH3:8])=[N:12][CH:13]=[C:14]([C:18]([F:20])([F:19])[F:21])[CH:15]=1. The product is ClC=1C(=NC=C(C1)C(F)(F)F)SCCCCCCCC (3-Chloro-2-octylthio-5-trifluoromethylpyridine). Reaction conditions: temperature 185 celsius, time 4 hour. The reactants are C(C)(C)(C)OC(=O)N[C@@H](C(C)C)C(=O)N[C@H](CCC(=O)O)C(N)=O (t-butyloxycarbonyl-L-valyl-D-isoglutamine), TEA, ClC=1C=CC2=C(N(N=N2)OS(=O)(=O)C2=CC=C(C=C2)Cl)C1 (6-chloro-1-p-chlorobenzenesulfonyloxybenzotriazole), C(C)O (ethanol), TEA, C(C)(=O)OCC (Ethyl acetate). Run in CN(C)C=O (DMF). Conditions: time 4 hour. The product is C(C)(C)(C)OC(=O)N[C@@H](C(C)C)C(=O)N[C@H](CCC(=O)OCC)C(N)=O (ethyl t-butyloxycarbonyl-L-valyl-D-isoglutaminate). The yield is 43.9%. RXN SMILES: [C:1]([O:5][C:6]([NH:8][C@H:9]([C:13]([NH:15][C@@H:16]([C:22](=[O:24])[NH2:23])[CH2:17][CH2:18][C:19]([OH:21])=[O:20])=[O:14])[CH:10]([CH3:12])[CH3:11])=[O:7])([CH3:4])([CH3:3])[CH3:2].Cl[C:26]1C=CC2N=NN(OS(C3C=CC(Cl)=CC=3)(=O)=O)C=2[CH:45]=1.C(O)C.C(OCC)(=O)C>CN(C=O)C>[C:1]([O:5][C:6]([NH:8][C@H:9]([C:13]([NH:15][C@@H:16]([C:22](=[O:24])[NH2:23])[CH2:17][CH2:18][C:19]([O:21][CH2:26][CH3:45])=[O:20])=[O:14])[CH:10]([CH3:12])[CH3:11])=[O:7])([CH3:3])([CH3:4])[CH3:2]. Reported procedure: To a solution of t-butyloxycarbonyl-L-valyl-D-isoglutamine (1.73 g, 5 mmol) in DMF (5 ml) was added TEA (0.84 ml) and 6-chloro-1-p-chlorobenzenesulfonyloxybenzotriazole (2.06 g, 6 mmol) under cooling. After being stirred at room temperature for 4 hours, the mixture was cooled with ice again and ethanol (3 ml) and TEA (0.7 ml) were added. The mixture was stirred at room temperature for 24 hours. Ethyl acetate (100 ml) was added to the reaction mixture and the organic layer was then washed with a ...